This data is from the Open Reaction Database (ORD), a public repository of structured organic reaction records. The task is: describe an organic reaction: reactants, conditions, products, and yield Reactants: [BH-](OC(=O)C)(OC(=O)C)OC(=O)C.[Na+] (NaB(OAc)3H), C(C)OC(=O)C=1OC2=C(C1C)C(=CC=C2)OC2CCNCC2 (3-Methyl-4-(piperidin-4-yloxy)-benzofuran-2-carboxylic acid ethyl ester), N1=CC(=CC=C1)C=O (pyridine-3-aldehyde), C(C)(=O)O (acetic acid). Solvent: C(C)(=O)OCC (ethyl acetate), C1CCOC1 (THF). Conditions: time 1 hour. The product is N (ammonia), C(C)OC(=O)C=1OC2=C(C1C)C(=CC=C2)OC2CCN(CC2)CC=2C=NC=CC2 (3-methyl-4-(1-pyridin-3-ylmethyl-piperidin-4-yloxy)-benzofuran-2-carboxylic acid ethyl ester). Isolated yield 25.0%. RXN SMILES: [CH2:1]([O:3][C:4]([C:6]1[O:7][C:8]2[CH:15]=[CH:14][CH:13]=[C:12]([O:16][CH:17]3[CH2:22][CH2:21][NH:20][CH2:19][CH2:18]3)[C:9]=2[C:10]=1[CH3:11])=[O:5])[CH3:2].[N:23]1[CH:28]=[CH:27][CH:26]=[C:25]([CH:29]=O)[CH:24]=1.C(O)(=O)C.[BH-](OC(C)=O)(OC(C)=O)OC(C)=O.[Na+]>C1COCC1.C(OCC)(=O)C>[NH3:20].[CH2:1]([O:3][C:4]([C:6]1[O:7][C:8]2[CH:15]=[CH:14][CH:13]=[C:12]([O:16][CH:17]3[CH2:18][CH2:19][N:20]([CH2:29][C:25]4[CH:24]=[N:23][CH:28]=[CH:27][CH:26]=4)[CH2:21][CH2:22]3)[C:9]=2[C:10]=1[CH3:11])=[O:5])[CH3:2] |f:3.4|. Reported procedure: 3-Methyl-4-(piperidin-4-yloxy)-benzofuran-2-carboxylic acid ethyl ester (44 mg), pyridine-3-aldehyde (41 μl) and acetic acid (50 μl) were dissolved in THF (2 ml). The solution was stirred at room temperature for one hour. To a solution was added NaB(OAc)3H (160 mg) and the resulting suspension was stirred at room temperature for two hours. The reaction mixture was diluted with ethyl acetate and washed with saturated sodium hydrogencarbonate solution and water. The organic solvent was dried over ... The reactants are C(=O)(N1C=NC=C1)N1C=NC=C1 (carbonyldiimidazole), C(=O)(O)C1CC(CC1)C1=NC=2N(C(N(C(C2N1)=O)CCC)=O)CCC (8-(3-carboxycyclopentyl)-1,3-dipropyl-7H-purine-2,6-dione), NCCCCCC#N (6-aminocapronitrile). Solvent: ClCCl (dichloromethane), O1CCCC1 (tetrahydrofuran). Conditions: time 35 minute. Product: C(#N)CCCCCNC(=O)C1CC(CC1)C1=NC=2N(C(N(C(C2N1)=O)CCC)=O)CCC (8-(3-(5-Cyanopentyl-amino-carbonyl)-cyclopentyl)-1,3-dipropyl-7H-purine-2,6-dione). As a reaction SMILES: C(N1C=CN=C1)(N1C=CN=C1)=O.[C:13]([CH:16]1[CH2:20][CH2:19][CH:18]([C:21]2[NH:29][C:28]3[C:27](=[O:30])[N:26]([CH2:31][CH2:32][CH3:33])[C:25](=[O:34])[N:24]([CH2:35][CH2:36][CH3:37])[C:23]=3[N:22]=2)[CH2:17]1)(O)=[O:14].[NH2:38][CH2:39][CH2:40][CH2:41][CH2:42][CH2:43][C:44]#[N:45]>ClCCl.O1CCCC1>[C:39]([CH2:40][CH2:41][CH2:42][CH2:43][CH2:44][NH:45][C:13]([CH:16]1[CH2:20][CH2:19][CH:18]([C:21]2[NH:29][C:28]3[C:27](=[O:30])[N:26]([CH2:31][CH2:32][CH3:33])[C:25](=[O:34])[N:24]([CH2:35][CH2:36][CH3:37])[C:23]=3[N:22]=2)[CH2:17]1)=[O:14])#[N:38]. Reported procedure: 0.3 g (1.9 mmol) of carbonyldiimidazole are added to a suspension of 0.67 g (1.9 mmol) of 8-(3-carboxycyclopentyl)-1,3-dipropyl-7H-purine-2,6-dione in 20 ml of dichloromethane and 1 ml of tetrahydrofuran and the mixture is stirred for 35 minutes at ambient temperature. After the addition of 0.21 g (1.9 mmol) of 6-aminocapronitrile the mixture is stirred for a further 24 hours, acidified and washed with water. The organic phase is concentrated by evaporation, the residue is taken up in 5% sodium ... The solvent is O (water), C1CCOC1 (THF), O (water). The product is C(C)(C)C1=CC=C(C=C1)C=1SC(=C(N1)CCOC=1C=C2CC[C@H](C2=CC1)CC(=O)O)C (((1S)-5-{2-[2-(4-isopropylphenyl)-5-methyl-1,3-thiazol-4-yl]ethoxy}-2,3-dihydro-1H-inden-1-yl)acetic acid). Reactants: [Li+].[OH-] (LiOH), C(C)(C)C1=CC=C(C=C1)C=1SC(=C(N1)CCOC=1C=C2CC[C@H](C2=CC1)CC(=O)OCC)C (ethyl ((1S)-5-{2-[2-(4-isopropylphenyl)-5-methyl-1,3-thiazol-4-yl]ethoxy}-2,3-dihydro-1H-inden-1-yl)acetate), CCO (EtOH). Conditions: time 24 hour. RXN SMILES: [CH:1]([C:4]1[CH:9]=[CH:8][C:7]([C:10]2[S:11][C:12]([CH3:33])=[C:13]([CH2:15][CH2:16][O:17][C:18]3[CH:19]=[C:20]4[C:24](=[CH:25][CH:26]=3)[C@H:23]([CH2:27][C:28]([O:30]CC)=[O:29])[CH2:22][CH2:21]4)[N:14]=2)=[CH:6][CH:5]=1)([CH3:3])[CH3:2].CCO.[Li+].[OH-]>C1COCC1.O>[CH:1]([C:4]1[CH:5]=[CH:6][C:7]([C:10]2[S:11][C:12]([CH3:33])=[C:13]([CH2:15][CH2:16][O:17][C:18]3[CH:19]=[C:20]4[C:24](=[CH:25][CH:26]=3)[C@H:23]([CH2:27][C:28]([OH:30])=[O:29])[CH2:22][CH2:21]4)[N:14]=2)=[CH:8][CH:9]=1)([CH3:3])[CH3:2] |f:2.3|. Isolated yield 66.0%. Procedure: To a solution of Example 27 (305 mg, 0.657 mmol) in a mixture of THF (8 mL), water (8 mL), and EtOH (4 mL), was added LiOH (63 mg, 2.63 mmol). The reaction mixture was vigorously stirred for 24 h, diluted with water (20 mL), and washed with Et2O (10 mL). The aqueous phase was then acidified to pH ˜1 using 1N HCl, and then extracted with CH2Cl2 (4×50 mL). The combined organic layers were dried (Na2SO4), filtered, and concentrated under reduced pressure. The residue was then purified by silica gel... Reactants: BrCCCCc1ccccc1, CCO, N#C[Na]. Yields the product N#CCCCc1ccccc1. As a reaction SMILES: [Br:1][CH2:2][CH2:3][CH2:4][CH2:5][c:6]1[cH:7][cH:8][cH:9][cH:10][cH:11]1.[CH3:15][CH2:16][OH:17].[Na:12][C:13]#[N:14]>>[C:2]([CH2:3][CH2:4][CH2:5][c:6]1[cH:7][cH:8][cH:9][cH:10][cH:11]1)#[N:14]. Starting materials: COC(=O)C1=CC=CC=2NC(=NC21)C2=CC=C(C=C2)C2=CC=CC=C2 (2-Biphenyl-4-yl-1H-benzoimidazole-4-carboxylic acid methyl ester), [OH-].[Na+] (NaOH), Cl (hydrochloric acid). Solvent: C1CCOC1 (THF), O (water). The product is C1(=CC=C(C=C1)C1=NC2=C(N1)C=CC=C2C(=O)O)C2=CC=CC=C2 (2-Biphenyl-4-yl-1H-benzoimidazole-4-carboxylic acid). Reaction SMILES: C[O:2][C:3]([C:5]1[C:13]2[N:12]=[C:11]([C:14]3[CH:19]=[CH:18][C:17]([C:20]4[CH:25]=[CH:24][CH:23]=[CH:22][CH:21]=4)=[CH:16][CH:15]=3)[NH:10][C:9]=2[CH:8]=[CH:7][CH:6]=1)=[O:4].[OH-].[Na+].Cl>C1COCC1.O>[C:17]1([C:20]2[CH:21]=[CH:22][CH:23]=[CH:24][CH:25]=2)[CH:18]=[CH:19][C:14]([C:11]2[NH:10][C:9]3[CH:8]=[CH:7][CH:6]=[C:5]([C:3]([OH:4])=[O:2])[C:13]=3[N:12]=2)=[CH:15][CH:16]=1 |f:1.2|. Procedure: 2-Biphenyl-4-yl-1H-benzoimidazole-4-carboxylic acid methyl ester (180 mg, 0.54 mmol) was taken in THF (20 mL) and was refluxed with 5N NaOH (5 mL) solution for 14 h. It was then cooled to room temperature; THF was removed under reduced pressure to obtain a thick mass. This residue was diluted with water (10 mL) and adjusted pH to 2 with conc. hydrochloric acid. The precipitated solid was filtered, washed with water and dried in a vacuum oven to obtain compound the required compound as a pale yel... Starting materials: O=C(Nc1cccc(C(F)(F)F)c1)N1COc2cc(Oc3cc(Cl)ncn3)ccc21, [N-]=[N+]=[N-], [Na+], CN(C)C=O. The product is [N-]=[N+]=Nc1cc(Oc2ccc3c(c2)OCN3C(=O)Nc2cccc(C(F)(F)F)c2)ncn1. Reaction SMILES: [F:1][C:2]([c:3]1[cH:4][c:5]([NH:9][C:10](=[O:11])[N:12]2[CH2:13][O:14][c:15]3[c:16]2[cH:17][cH:18][c:19]([O:21][c:22]2[n:23][cH:24][n:25][c:26]([Cl:28])[cH:27]2)[cH:20]3)[cH:6][cH:7][cH:8]1)([F:29])[F:30].[N-:31]=[N+:32]=[N-:33].[Na+:34].[O:35]=[CH:36][N:37]([CH3:38])[CH3:39]>>[F:1][C:2]([c:3]1[cH:4][c:5]([NH:9][C:10](=[O:11])[N:12]2[CH2:13][O:14][c:15]3[c:16]2[cH:17][cH:18][c:19]([O:21][c:22]2[n:23][cH:24][n:25][c:26]([N:31]=[N+:32]=[N-:33])[cH:27]2)[cH:20]3)[cH:6][cH:7][cH:8]1)([F:29])[F:30]. Starting materials: CCCCc1oc2ccccc2c1C(=O)NCc1ccc2c(Br)c(O)ccc2c1, N#CCBr, O=C([O-])[O-], CCOC(C)=O, [K+], [K+], CN(C)C=O. The product is CCCCc1oc2ccccc2c1C(=O)NCc1ccc2c(Br)c(OCC#N)ccc2c1. As a reaction SMILES: [Br:1][c:2]1[c:3]2[cH:4][cH:5][c:6]([CH2:13][NH:14][C:15](=[O:16])[c:17]3[c:18]([CH2:26][CH2:27][CH2:28][CH3:29])[o:19][c:20]4[c:21]3[cH:22][cH:23][cH:24][cH:25]4)[cH:7][c:8]2[cH:9][cH:10][c:11]1[OH:12].[Br:30][CH2:31][C:32]#[N:33].[C:34](=[O:35])([O-:36])[O-:37].[CH3:45][CH2:46][O:47][C:48](=[O:49])[CH3:50].[K+:38].[K+:39].[O:40]=[CH:41][N:42]([CH3:43])[CH3:44]>>[Br:1][c:2]1[c:3]2[cH:4][cH:5][c:6]([CH2:13][NH:14][C:15](=[O:16])[c:17]3[c:18]([CH2:26][CH2:27][CH2:28][CH3:29])[o:19][c:20]4[c:21]3[cH:22][cH:23][cH:24][cH:25]4)[cH:7][c:8]2[cH:9][cH:10][c:11]1[O:12][CH2:31][C:32]#[N:33].